Task: describe an organic reaction: reactants, conditions, products, and yield. Dataset: the Open Reaction Database (ORD), a public repository of structured organic reaction records Starting materials: C1(CCCCC1)C(C=1SC(=CC1C)C1=CC=C(C=C1)C(F)(F)F)NC1=CC=C(C(=O)O)C=C1 (4-[(cyclohexyl{3-methyl-5-[4-(trifluoromethyl)phenyl]thiophen-2-yl}methyl)amino]benzoic acid), CNCCC(=O)OCC (ethyl 3-(methylamino)propanoate), Cl.C(C)N=C=NCCCN(C)C (1-ethyl-3-(3-dimethylaminopropyl)carbodiimide hydrochloride), O.OC1=CC=CC=2NN=NC21 (hydroxybenzotriazole monohydrate). Solvent: C(C)(=O)OCC (Ethyl acetate), CN(C=O)C (N,N-dimethylformamide), C(C)N(CC)CC (triethylamine). Run at time 1 hour. Yields the product C1(CCCCC1)C(C=1SC(=CC1C)C1=CC=C(C=C1)C(F)(F)F)NC1=CC=C(C=C1)C(=O)N(CCC(=O)O)C (3-[({4-[(cyclohexyl{3-methyl-5-[4-(trifluoromethyl)phenyl]thiophen-2-yl}methyl)amino]phenyl}carbonyl)(methyl)amino]propanoic acid). Yield: 91.7%. RXN SMILES: [CH:1]1([CH:7]([NH:24][C:25]2[CH:33]=[CH:32][C:28]([C:29](O)=[O:30])=[CH:27][CH:26]=2)[C:8]2[S:9][C:10]([C:14]3[CH:19]=[CH:18][C:17]([C:20]([F:23])([F:22])[F:21])=[CH:16][CH:15]=3)=[CH:11][C:12]=2[CH3:13])[CH2:6][CH2:5][CH2:4][CH2:3][CH2:2]1.[CH3:34][NH:35][CH2:36][CH2:37][C:38]([O:40]CC)=[O:39].Cl.C(N=C=NCCCN(C)C)C.O.OC1C2N=NNC=2C=CC=1>CN(C)C=O.C(OCC)(=O)C.C(N(CC)CC)C>[CH:1]1([CH:7]([NH:24][C:25]2[CH:26]=[CH:27][C:28]([C:29]([N:35]([CH3:34])[CH2:36][CH2:37][C:38]([OH:40])=[O:39])=[O:30])=[CH:32][CH:33]=2)[C:8]2[S:9][C:10]([C:14]3[CH:19]=[CH:18][C:17]([C:20]([F:22])([F:23])[F:21])=[CH:16][CH:15]=3)=[CH:11][C:12]=2[CH3:13])[CH2:6][CH2:5][CH2:4][CH2:3][CH2:2]1 |f:2.3,4.5|. Reported procedure: A solution of 4-[(cyclohexyl{3-methyl-5-[4-(trifluoromethyl)phenyl]thiophen-2-yl}methyl)amino]benzoic acid (355 mg) synthesized in Example 276 (2), ethyl 3-(methylamino)propanoate (118 mg), 1-ethyl-3-(3-dimethylaminopropyl)carbodiimide hydrochloride (173 mg), hydroxybenzotriazole monohydrate (138 mg) and triethylamine (125 μL) in N,N-dimethylformamide (10 mL) was stirred at room temperature for 4 hr. Ethyl acetate was added, the mixture was washed with saturated aqueous sodium hydrogen carbonate... The reactants are CC1CCN(CC1)CC=1C=C(OCCCN)C=CC1 (3-[3-(4-methylpiperidinomethyl)phenoxy]propylamine), Cl.[Cl-].C(C1=C[N+](=CC=C1)[O-])(=O)O (nicotinic acid 1-oxide chloride hydrochloride). Solvent: N1=CC=CC=C1 (pyridine). Run at temperature 0 celsius. Product: CC1CCN(CC1)CC=1C=C(OCCCNC(=O)C=2C=[N+](C=CC2)[O-])C=CC1 (N-[3-[3-(4-methylpiperidinomethyl)phenoxy] propyl]-3-pyridinecarboxamide 1-oxide). Yield: 30.6%. Reaction SMILES: [CH3:1][CH:2]1[CH2:7][CH2:6][N:5]([CH2:8][C:9]2[CH:10]=[C:11]([CH:17]=[CH:18][CH:19]=2)[O:12][CH2:13][CH2:14][CH2:15][NH2:16])[CH2:4][CH2:3]1.Cl.[Cl-].[C:22](O)(=[O:30])[C:23]1[CH:28]=[CH:27][CH:26]=[N+:25]([O-:29])[CH:24]=1>N1C=CC=CC=1>[CH3:1][CH:2]1[CH2:7][CH2:6][N:5]([CH2:8][C:9]2[CH:10]=[C:11]([CH:17]=[CH:18][CH:19]=2)[O:12][CH2:13][CH2:14][CH2:15][NH:16][C:22]([C:23]2[CH:24]=[N+:25]([O-:29])[CH:26]=[CH:27][CH:28]=2)=[O:30])[CH2:4][CH2:3]1 |f:1.2.3|. Reported procedure: To a mixture of 0.023 mol of 3-[3-(4-methylpiperidinomethyl)phenoxy]propylamine and 30 ml of pyridine, stirred at 0° C., 0.047 mol of nicotinic acid 1-oxide chloride hydrochloride is added, portionwise; then the mixture is stirred for 1 hour at room temperature and the solvent is evaporated under reduced pressure. The residue is taken up with N hydrochloric acid and the salts thus obtained are eliminated by filtration, then the mixture is extracted 3 times with 100 ml of ethyl acetate and sodium... Reactants: C1(CC1)C1=NC=2C(=NC=C(C2C)Br)N1CC1=CC=C(C=C1)C1=C(C=CC=C1)C#N (2-cyclopropyl-3-(2'-cyanobiphenyl-4-yl)methyl-6-bromo-7-methyl-3H-imidazo[4,5-b]pyridine), C(=O)O (formic acid). The reagents and catalysts are [Pd] (Pd-C). Solvent: C1(=CC=CC=C1)C (Toluene). Product: C1(CC1)C1=NC=2C(=NC=CC2C)N1CC1=CC=C(C=C1)C1=C(C=CC=C1)C#N (2-cyclopropyl-3-(2'-cyanobiphenyl-4-yl)methyl-7-methyl-3H-imidazo[4,5-b]pyridine). The yield is 78.0%. RXN SMILES: [CH:1]1([C:4]2[N:14]([CH2:15][C:16]3[CH:21]=[CH:20][C:19]([C:22]4[CH:27]=[CH:26][CH:25]=[CH:24][C:23]=4[C:28]#[N:29])=[CH:18][CH:17]=3)[C:7]3=[N:8][CH:9]=[C:10](Br)[C:11]([CH3:12])=[C:6]3[N:5]=2)[CH2:3][CH2:2]1.C(O)=O>[Pd].C1(C)C=CC=CC=1>[CH:1]1([C:4]2[N:14]([CH2:15][C:16]3[CH:21]=[CH:20][C:19]([C:22]4[CH:27]=[CH:26][CH:25]=[CH:24][C:23]=4[C:28]#[N:29])=[CH:18][CH:17]=3)[C:7]3=[N:8][CH:9]=[CH:10][C:11]([CH3:12])=[C:6]3[N:5]=2)[CH2:3][CH2:2]1. Reported procedure: Toluene (30 ml) was added to 2.0 g (4.5 mmol) of 2-cyclopropyl-3-(2'-cyanobiphenyl-4-yl)methyl-6-bromo-7-methyl-3H-imidazo[4,5-b]pyridine, 1.24 g (27.0 mmol) of formic acid, 4.55 g (45.0 mmol) of rriethylamine and 10% Pd-C (100 mg), followed by heating under reflux for 6 hours. After the reaction liquid was brought to room temperature and filtered to remove the catalyst, vacuum concentration was effected. Chloroform (50 ml) and water (50 ml) were added to the residue and the obtained mixture was...